Dataset: the Open Reaction Database (ORD), a public repository of structured organic reaction records. Task: describe an organic reaction: reactants, conditions, products, and yield Reactants: O=S(=O)(NCCN1CCCC1)c1ccc(Br)cc1, O=C([O-])[O-], O=C(C=Cc1ccccc1)C=Cc1ccccc1, O=C(C=Cc1ccccc1)C=Cc1ccccc1, O=C(C=Cc1ccccc1)C=Cc1ccccc1, ClCCl, COc1ccc(Cl)c(-c2cc(C)c3nc(N)nnc3c2)c1, [Cs+], [Cs+], [Pd], [Pd], CC1(C)c2cccc(P(c3ccccc3)c3ccccc3)c2Oc2c(P(c3ccccc3)c3ccccc3)cccc21. Product: COc1ccc(Cl)c(-c2cc(C)c3nc(Nc4ccc(S(=O)(=O)NCCN5CCCC5)cc4)nnc3c2)c1. Reaction SMILES: [Br:22][c:23]1[cH:24][cH:25][c:26]([S:29](=[O:30])(=[O:31])[NH:32][CH2:33][CH2:34][N:35]2[CH2:36][CH2:37][CH2:38][CH2:39]2)[cH:27][cH:28]1.[C:40](=[O:41])([O-:42])[O-:43].[CH:108](=[CH:109][C:110]([CH:111]=[CH:112][c:113]1[cH:114][cH:115][cH:116][cH:117][cH:118]1)=[O:119])[c:120]1[cH:121][cH:122][cH:123][cH:124][cH:125]1.[CH:126](=[CH:127][C:128]([CH:129]=[CH:130][c:131]1[cH:132][cH:133][cH:134][cH:135][cH:136]1)=[O:137])[c:138]1[cH:139][cH:140][cH:141][cH:142][cH:143]1.[CH:90](=[CH:91][C:92]([CH:93]=[CH:94][c:95]1[cH:96][cH:97][cH:98][cH:99][cH:100]1)=[O:101])[c:102]1[cH:103][cH:104][cH:105][cH:106][cH:107]1.[Cl:144][CH2:145][Cl:146].[Cl:1][c:2]1[c:3](-[c:10]2[cH:11][c:12]3[c:13]([n:14][c:15]([NH2:18])[n:16][n:17]3)[c:19]([CH3:21])[cH:20]2)[cH:4][c:5]([O:8][CH3:9])[cH:6][cH:7]1.[Cs+:44].[Cs+:45].[Pd:88].[Pd:89].[c:46]1([P:47]([c:48]2[cH:49][cH:50][cH:51][cH:52][cH:53]2)[c:54]2[c:55]3[c:79]([cH:80][cH:81][cH:82]2)[C:76]([CH3:77])([CH3:78])[c:58]2[c:57]([c:62]([P:63]([c:64]4[cH:65][cH:66][cH:67][cH:68][cH:69]4)[c:70]4[cH:71][cH:72][cH:73][cH:74][cH:75]4)[cH:61][cH:60][cH:59]2)[O:56]3)[cH:83][cH:84][cH:85][cH:86][cH:87]1>>[Cl:1][c:2]1[c:3](-[c:10]2[cH:11][c:12]3[c:13]([n:14][c:15]([NH:18][c:23]4[cH:24][cH:25][c:26]([S:29](=[O:30])(=[O:31])[NH:32][CH2:33][CH2:34][N:35]5[CH2:36][CH2:37][CH2:38][CH2:39]5)[cH:27][cH:28]4)[n:16][n:17]3)[c:19]([CH3:21])[cH:20]2)[cH:4][c:5]([O:8][CH3:9])[cH:6][cH:7]1. The product is C1(=CC=CC=C1)NC1(CCN(CC1)CC1=CC=CC=C1)C(=O)N (4-(Phenylamino)-1-(phenylmethyl)-4-piperidinecarboxamide). RXN SMILES: [C:1]1([NH:7][C:8]2([C:21]#[N:22])[CH2:13][CH2:12][N:11]([CH2:14][C:15]3[CH:20]=[CH:19][CH:18]=[CH:17][CH:16]=3)[CH2:10][CH2:9]2)[CH:6]=[CH:5][CH:4]=[CH:3][CH:2]=1.S(=O)(=O)(O)[OH:24].[OH-].[NH4+]>FC(F)(F)C(O)=O>[C:1]1([NH:7][C:8]2([C:21]([NH2:22])=[O:24])[CH2:13][CH2:12][N:11]([CH2:14][C:15]3[CH:20]=[CH:19][CH:18]=[CH:17][CH:16]=3)[CH2:10][CH2:9]2)[CH:2]=[CH:3][CH:4]=[CH:5][CH:6]=1 |f:2.3|. Run in FC(C(=O)O)(F)F (trifluoroacetic acid). Isolated yield 82.0%. Reactants: S(O)(O)(=O)=O (Sulfuric acid), C1(=CC=CC=C1)NC1(CCN(CC1)CC1=CC=CC=C1)C#N (4-(Phenylamino)-1-(phenylmethyl)-4-piperidinenitrile), [OH-].[NH4+] (ammonium hydroxide). Run at temperature 47.5 celsius, time 16 hour. Procedure: Aminonitrile 1 (2.0 g, 6.86 mmol) was dissolved in 11 mL of trifluoroacetic acid under a nitrogen atmosphere. Sulfuric acid (2.7 mL) was added dropwise. The light brown solution was stirred at 45-50° C. for 16 h. The reaction mixture was cooled to room temperature and slowly poured into an ammonium hydroxide 40 mL/ice mixture. The solution was filtered and the solids were collected to give 1.73 g of amide 2 in an 82% yield. mp 179-182° C.; 1H NMR (CDCl3) δ 7.33-7.16 (m, 5H), 6.89 (br s, 1H), 6.7... Starting materials: CC(=O)OCC1OC(OC(C)=O)C(OC(C)=O)C1OC(C)=O, CC(C)NC1Nc2cccc(Cl)c2N1Cl, ClCCCl, C[Si](C)(C)OS(=O)(=O)C(F)(F)F. Yields the product CC(=O)OCC1OC(N2c3cccc(Cl)c3N(Cl)C2NC(C)C)C(OC(C)=O)C1OC(C)=O. As a reaction SMILES: [C:28]([O:29][CH:32]1[CH:33]([O:34][C:35]([CH3:36])=[O:37])[CH:38]([O:39][C:40]([CH3:41])=[O:42])[CH:43]([CH2:45][O:46][C:47]([CH3:48])=[O:49])[O:44]1)(=[O:30])[CH3:31].[Cl:1][N:2]1[CH:3]([NH:12][CH:13]([CH3:14])[CH3:15])[NH:4][c:5]2[c:6]1[c:7]([Cl:11])[cH:8][cH:9][cH:10]2.[Cl:50][CH2:51][CH2:52][Cl:53].[F:16][C:17]([F:18])([F:19])[S:20]([O:21][Si:22]([CH3:23])([CH3:24])[CH3:25])(=[O:26])=[O:27]>>[Cl:1][N:2]1[CH:3]([NH:12][CH:13]([CH3:14])[CH3:15])[N:4]([CH:32]2[CH:33]([O:34][C:35]([CH3:36])=[O:37])[CH:38]([O:39][C:40]([CH3:41])=[O:42])[CH:43]([CH2:45][O:46][C:47]([CH3:48])=[O:49])[O:44]2)[c:5]2[c:6]1[c:7]([Cl:11])[cH:8][cH:9][cH:10]2. The reactants are [Al+3], CN(C(=O)OC(C)(C)C)C(C(=O)N1CCOCC1)C(C)(C)c1ccccc1, [H-], [H-], [H-], [H-], [Li+], C1CCOC1. The product is CN(C(=O)OC(C)(C)C)C(C=O)C(C)(C)c1ccccc1. As a reaction SMILES: [Al+3:29].[CH3:1][N:2]([C:3]([O:4][C:5]([CH3:6])([CH3:7])[CH3:8])=[O:9])[CH:10]([C:11]([CH3:12])([c:13]1[cH:14][cH:15][cH:16][cH:17][cH:18]1)[CH3:19])[C:20](=[O:21])[N:22]1[CH2:23][CH2:24][O:25][CH2:26][CH2:27]1.[H-:28].[H-:31].[H-:32].[H-:33].[Li+:30].[O:34]1[CH2:35][CH2:36][CH2:37][CH2:38]1>>[CH3:1][N:2]([C:3]([O:4][C:5]([CH3:6])([CH3:7])[CH3:8])=[O:9])[CH:10]([C:11]([CH3:12])([c:13]1[cH:14][cH:15][cH:16][cH:17][cH:18]1)[CH3:19])[CH:20]=[O:21]. Reactants: C(C1=CC=CC=C1)OC(=O)N1C(C2=CC=CC=C2CC1)C1=C(C=CC(=C1)Cl)O ((±)-1-(5-chloro-2-hydroxy-phenyl)-3,4-dihydro-1H-isoquinoline-2-carboxylic acid benzyl ester), C([O-])([O-])=O.[K+].[K+] (potassium carbonate), C(C1=CC=CC=C1)OC1=NOC(=C1)COS(=O)(=O)C (methanesulfonic acid 3-benzyloxy-isoxazol-5-ylmethyl ester). The solvent is CC#N (MeCN), CC#N.O (MeCN H2O). Conditions: temperature 80 celsius, time 18 hour. The product is C(C1=CC=CC=C1)OC(=O)N1C(C2=CC=CC=C2CC1)C1=C(C=CC(=C1)Cl)OCC1=CC(=NO1)OCC1=CC=CC=C1 ((±)-1-[2-(3-benzyloxy-isoxazol-5-ylmethoxy)-5-chloro-phenyl]-3,4-dihydro-1H-isoquinoline-2-carboxylic acid benzyl ester). RXN SMILES: [CH2:1]([O:8][C:9]([N:11]1[CH2:20][CH2:19][C:18]2[C:13](=[CH:14][CH:15]=[CH:16][CH:17]=2)[CH:12]1[C:21]1[CH:26]=[C:25]([Cl:27])[CH:24]=[CH:23][C:22]=1[OH:28])=[O:10])[C:2]1[CH:7]=[CH:6][CH:5]=[CH:4][CH:3]=1.C(=O)([O-])[O-].[K+].[K+].[CH2:35]([O:42][C:43]1[CH:47]=[C:46]([CH2:48]OS(C)(=O)=O)[O:45][N:44]=1)[C:36]1[CH:41]=[CH:40][CH:39]=[CH:38][CH:37]=1>CC#N.CC#N.O>[CH2:1]([O:8][C:9]([N:11]1[CH2:20][CH2:19][C:18]2[C:13](=[CH:14][CH:15]=[CH:16][CH:17]=2)[CH:12]1[C:21]1[CH:26]=[C:25]([Cl:27])[CH:24]=[CH:23][C:22]=1[O:28][CH2:48][C:46]1[O:45][N:44]=[C:43]([O:42][CH2:35][C:36]2[CH:41]=[CH:40][CH:39]=[CH:38][CH:37]=2)[CH:47]=1)=[O:10])[C:2]1[CH:7]=[CH:6][CH:5]=[CH:4][CH:3]=1 |f:1.2.3,6.7|. Reported procedure: To a solution of (±)-1-(5-chloro-2-hydroxy-phenyl)-3,4-dihydro-1H-isoquinoline-2-carboxylic acid benzyl ester (159 mg, 0.4 mmol, 1 eq.) in MeCN (0.8 mL), potassium carbonate (166 mg, 1.2 mmol, 3 eq.) and methanesulfonic acid 3-benzyloxy-isoxazol-5-ylmethyl ester (113 mg, 0.4 mmol, 1 eq.) were added. The reaction mixture was stirred at 80° C. for 18 hours. The mixture was diluted with MeCN/H2O 1:1 (1 mL) and purified by prep. HPLC (column: Atlantis, 30×75 mm, 10 um, UV/MS, acidic conditions) and ... Starting materials: C[O-], O=C1C=C(Cl)C(=O)c2ccccc21, [Na+], C1CCOC1. The product is COC1=CC(=O)c2ccccc2C1=O. Reaction SMILES: [CH3:14][O-:15].[Cl:1][C:2]1=[CH:3][C:4](=[O:5])[c:6]2[cH:7][cH:8][cH:9][cH:10][c:11]2[C:12]1=[O:13].[Na+:16].[O:17]1[CH2:18][CH2:19][CH2:20][CH2:21]1>>[C:2]1([O:15][CH3:14])=[CH:3][C:4](=[O:5])[c:6]2[cH:7][cH:8][cH:9][cH:10][c:11]2[C:12]1=[O:13]. Starting materials: NCCC1=CC(=C(C=C1)CC=1C(NNC1C(C)C)=O)C (4-{[4-(2-aminoethyl)-2-methylphenyl]methyl}-1,2-dihydro-5-isopropyl-3H-pyrazol-3-one), C(C1=CC=CC=C1)OC(=O)ON1C(CCC1=O)=O (N-(benzyloxycarbonyloxy)succinimide), O (water). The solvent is O1CCCC1 (tetrahydrofuran). Reaction conditions: time 8 hour. The product is C(C1=CC=CC=C1)OC(=O)NCCC1=CC(=C(C=C1)CC=1C(NNC1C(C)C)=O)C (4-({4-[2-(Benzyloxycarbonylamino)ethyl]-2-methylphenyl}-methyl)-1,2-dihydro-5-isopropyl-3H-pyrazol-3-one). The yield is 76.0%. Reaction SMILES: [NH2:1][CH2:2][CH2:3][C:4]1[CH:9]=[CH:8][C:7]([CH2:10][C:11]2[C:12](=[O:19])[NH:13][NH:14][C:15]=2[CH:16]([CH3:18])[CH3:17])=[C:6]([CH3:20])[CH:5]=1.[CH2:21]([O:28][C:29](ON1C(=O)CCC1=O)=[O:30])[C:22]1[CH:27]=[CH:26][CH:25]=[CH:24][CH:23]=1.O>O1CCCC1>[CH2:21]([O:28][C:29]([NH:1][CH2:2][CH2:3][C:4]1[CH:9]=[CH:8][C:7]([CH2:10][C:11]2[C:12](=[O:19])[NH:13][NH:14][C:15]=2[CH:16]([CH3:17])[CH3:18])=[C:6]([CH3:20])[CH:5]=1)=[O:30])[C:22]1[CH:27]=[CH:26][CH:25]=[CH:24][CH:23]=1. Procedure details: To a solution of 4-{[4-(2-aminoethyl)-2-methylphenyl]methyl}-1,2-dihydro-5-isopropyl-3H-pyrazol-3-one (0.3 g) in tetrahydrofuran (5 mL) was added N-(benzyloxycarbonyloxy)succinimide (0.33 g), and the mixture was stirred at room temperature overnight. The reaction mixture was poured into water, and the resulting mixture was extracted with ethyl acetate. The extract was washed with a saturated aqueous sodium hydrogen carbonate solution twice, water and brine, and dried over anhydrous magnesium sul... The reactants are [Br-].NC1=[N+](C2=CC=C(C=C2C(=C1)C1=CC(=CC=C1)Cl)C(C1=NN=CN1C)C1=CC=C(C=C1)Cl)CC(C(=O)OCC)=O (2-amino-4(3-chlorophenyl)-6-[(4-chlorophenyl)(4-methyl-4H-1,2,4-triazol-3-yl)methyl]-1-(3-ethoxy-2,3-dioxopropyl)-quinolinium bromide), C([O-])([O-])=O.[K+].[K+] (Potassium carbonate). Solvent: C(C)O (ethanol). Product: ClC=1C=C(C=CC1)C1=CC=2N(C3=CC=C(C=C13)C(C1=NN=CN1C)C1=CC=C(C=C1)Cl)C=C(N2)C(=O)OCC (ethyl 5-(3-chlorophenyl)-7-[(4-chlorophenyl)(4-methyl-4H-1,2,4-triazol-3-yl)methyl]-imidazo[1,2-a]quinoline-2-carboxylate). Yield: 27.3%. Reaction SMILES: [Br-].[NH2:2][C:3]1[CH:12]=[C:11]([C:13]2[CH:18]=[CH:17][CH:16]=[C:15]([Cl:19])[CH:14]=2)[C:10]2[C:5](=[CH:6][CH:7]=[C:8]([CH:20]([C:27]3[CH:32]=[CH:31][C:30]([Cl:33])=[CH:29][CH:28]=3)[C:21]3[N:25]([CH3:26])[CH:24]=[N:23][N:22]=3)[CH:9]=2)[N+:4]=1[CH2:34][C:35](=O)[C:36]([O:38][CH2:39][CH3:40])=[O:37].C(=O)([O-])[O-].[K+].[K+]>C(O)C>[Cl:19][C:15]1[CH:14]=[C:13]([C:11]2[C:10]3[C:5](=[CH:6][CH:7]=[C:8]([CH:20]([C:27]4[CH:28]=[CH:29][C:30]([Cl:33])=[CH:31][CH:32]=4)[C:21]4[N:25]([CH3:26])[CH:24]=[N:23][N:22]=4)[CH:9]=3)[N:4]3[CH:34]=[C:35]([C:36]([O:38][CH2:39][CH3:40])=[O:37])[N:2]=[C:3]3[CH:12]=2)[CH:18]=[CH:17][CH:16]=1 |f:0.1,2.3.4|. Procedure details: A mixture of intermediate (67) (0.0006 mol), obtained in Example A12 g, in ethanol (3 ml) was stirred and refluxed for 18 hours. Potassium carbonate 10% was added. The mixture was extracted with DCM. The organic layer was separated, dried (MgSO4), filtered, and the solvent was evaporated till dryness. The residue (0.3 g) was purified by column chromatography over kromasil (eluent: CH2Cl2 100 to CH2Cl2/CH3OH 90/10; 10 μm). The pure fractions were collected and the solvent was evaporated. The resi...